The task is: describe an organic reaction: reactants, conditions, products, and yield. This data is from the Open Reaction Database (ORD), a public repository of structured organic reaction records. Reactants: COCCOCCOC, O=C([O-])C(F)(F)Cl, CC1(C=O)CN(C(=O)Nc2ccc(OC(F)(F)F)cc2)N=C1c1ccc(Cl)cc1, [Na+], c1ccc(P(c2ccccc2)c2ccccc2)cc1. The product is CC1(C=C(F)F)CN(C(=O)Nc2ccc(OC(F)(F)F)cc2)N=C1c1ccc(Cl)cc1. Reaction SMILES: [CH3:57][O:58][CH2:59][CH2:60][O:61][CH2:62][CH2:63][O:64][CH3:65].[Cl:49][C:50]([C:51]([O-:52])=[O:53])([F:54])[F:55].[F:1][C:2]([O:3][c:4]1[cH:5][cH:6][c:7]([NH:10][C:11](=[O:12])[N:13]2[N:14]=[C:15]([c:21]3[cH:22][cH:23][c:24]([Cl:27])[cH:25][cH:26]3)[C:16]([CH3:18])([CH:19]=[O:20])[CH2:17]2)[cH:8][cH:9]1)([F:28])[F:29].[Na+:56].[c:30]1([P:31]([c:32]2[cH:33][cH:34][cH:35][cH:36][cH:37]2)[c:38]2[cH:39][cH:40][cH:41][cH:42][cH:43]2)[cH:44][cH:45][cH:46][cH:47][cH:48]1>>[F:1][C:2]([O:3][c:4]1[cH:5][cH:6][c:7]([NH:10][C:11](=[O:12])[N:13]2[N:14]=[C:15]([c:21]3[cH:22][cH:23][c:24]([Cl:27])[cH:25][cH:26]3)[C:16]([CH3:18])([CH:19]=[C:50]([F:54])[F:55])[CH2:17]2)[cH:8][cH:9]1)([F:28])[F:29]. Yields the product CC(C)(C)OC(=O)Nc1cc(OC(C)(C)C)c(C#Cc2ccc(F)cc2)cc1NC(=O)CC(=O)c1cccc(-n2ccnc2)c1. RXN SMILES: [C:1]([CH3:2])([CH3:3])([CH3:4])[O:5][C:6]([NH:7][c:8]1[c:9]([NH2:28])[cH:10][c:11]([C:19]#[C:20][c:21]2[cH:22][cH:23][c:24]([F:27])[cH:25][cH:26]2)[c:12]([O:14][C:15]([CH3:16])([CH3:17])[CH3:18])[cH:13]1)=[O:29].[C:30]([CH3:32])([CH3:33])([O:34][C:35](=[O:31])[CH2:36][C:37](=[O:38])[c:39]1[cH:40][c:41](-[n:45]2[cH:46][n:47][cH:48][cH:49]2)[cH:42][cH:43][cH:44]1)[CH3:50]>>[C:1]([CH3:2])([CH3:3])([CH3:4])[O:5][C:6]([NH:7][c:8]1[c:9]([NH:28][C:35](=[O:34])[CH2:36][C:37](=[O:38])[c:39]2[cH:40][c:41](-[n:45]3[cH:46][n:47][cH:48][cH:49]3)[cH:42][cH:43][cH:44]2)[cH:10][c:11]([C:19]#[C:20][c:21]2[cH:22][cH:23][c:24]([F:27])[cH:25][cH:26]2)[c:12]([O:14][C:15]([CH3:16])([CH3:17])[CH3:18])[cH:13]1)=[O:29]. Starting materials: CC(C)(C)OC(=O)Nc1cc(OC(C)(C)C)c(C#Cc2ccc(F)cc2)cc1N, CC(C)(C)OC(=O)CC(=O)c1cccc(-n2ccnc2)c1. Starting materials: O=C([O-])[O-], C1COCCO1, CCCCC, COc1ccc(Cl)c(B(O)O)c1, [Cs+], [Cs+], Nc1ccc(I)c(N)n1, O, [Pd], c1ccc(P(c2ccccc2)c2ccccc2)cc1, c1ccc(P(c2ccccc2)c2ccccc2)cc1, c1ccc(P(c2ccccc2)c2ccccc2)cc1, c1ccc(P(c2ccccc2)c2ccccc2)cc1. Yields the product COc1ccc(Cl)c(-c2ccc(N)nc2N)c1. RXN SMILES: [C:22](=[O:23])([O-:24])[O-:25].[CH2:33]1[O:34][CH2:35][CH2:36][O:37][CH2:38]1.[CH3:28][CH2:29][CH2:30][CH2:31][CH3:32].[Cl:10][c:11]1[c:12]([B:19]([OH:20])[OH:21])[cH:13][c:14]([O:17][CH3:18])[cH:15][cH:16]1.[Cs+:26].[Cs+:27].[I:1][c:2]1[c:3]([NH2:9])[n:4][c:5]([NH2:8])[cH:6][cH:7]1.[OH2:39].[Pd:116].[c:40]1([P:41]([c:42]2[cH:43][cH:44][cH:45][cH:46][cH:47]2)[c:48]2[cH:49][cH:50][cH:51][cH:52][cH:53]2)[cH:54][cH:55][cH:56][cH:57][cH:58]1.[c:59]1([P:60]([c:61]2[cH:62][cH:63][cH:64][cH:65][cH:66]2)[c:67]2[cH:68][cH:69][cH:70][cH:71][cH:72]2)[cH:73][cH:74][cH:75][cH:76][cH:77]1.[c:78]1([P:79]([c:80]2[cH:81][cH:82][cH:83][cH:84][cH:85]2)[c:86]2[cH:87][cH:88][cH:89][cH:90][cH:91]2)[cH:92][cH:93][cH:94][cH:95][cH:96]1.[c:97]1([P:98]([c:99]2[cH:100][cH:101][cH:102][cH:103][cH:104]2)[c:105]2[cH:106][cH:107][cH:108][cH:109][cH:110]2)[cH:111][cH:112][cH:113][cH:114][cH:115]1>>[c:2]1(-[c:12]2[c:11]([Cl:10])[cH:16][cH:15][c:14]([O:17][CH3:18])[cH:13]2)[c:3]([NH2:9])[n:4][c:5]([NH2:8])[cH:6][cH:7]1. Reactants: CuCN(LiCl)2, CN(C)C=O (DMF), [Br-].BrC=1C=C(C[Zn+])C=CC1 ((3-bromobenzyl)zinc(II) bromide), ClC(C(=O)Cl)C (2-chloropropanoyl chloride). The reagents and catalysts are C=1C=CC(=CC1)[P](C=2C=CC=CC2)(C=3C=CC=CC3)[Pd]([P](C=4C=CC=CC4)(C=5C=CC=CC5)C=6C=CC=CC6)([P](C=7C=CC=CC7)(C=8C=CC=CC8)C=9C=CC=CC9)[P](C=1C=CC=CC1)(C=1C=CC=CC1)C=1C=CC=CC1 (tetrakis(triphenylphosphine)palladium(0)). Solvent: C1(=CC=CC=C1)C (toluene), CCCCCC (hexane), CCOC(=O)C (EtOAc). Conditions: time 20 minute. The product is BrC=1C=C(C=CC1)CC(C(C)Cl)=O (1-(3-Bromophenyl)-3-chlorobutan-2-one). Isolated yield 37.6%. As a reaction SMILES: CN(C=O)C.[Br-].[Br:7][C:8]1[CH:9]=[C:10]([CH:13]=[CH:14][CH:15]=1)[CH2:11][Zn+].[Cl:16][CH:17]([CH3:21])[C:18](Cl)=[O:19]>C1(C)C=CC=CC=1.CCCCCC.CCOC(C)=O.C1C=CC([P]([Pd]([P](C2C=CC=CC=2)(C2C=CC=CC=2)C2C=CC=CC=2)([P](C2C=CC=CC=2)(C2C=CC=CC=2)C2C=CC=CC=2)[P](C2C=CC=CC=2)(C2C=CC=CC=2)C2C=CC=CC=2)(C2C=CC=CC=2)C2C=CC=CC=2)=CC=1>[Br:7][C:8]1[CH:9]=[C:10]([CH2:11][C:18](=[O:19])[CH:17]([Cl:16])[CH3:21])[CH:13]=[CH:14][CH:15]=1 |f:1.2,^1:44,46,65,84|. Procedure: A mixture of CuCN(LiCl)2 (2.5 mL, 2.500 mmol), DMF (0.194 mL, 2.5 mmol) and (3-bromobenzyl)zinc(II) bromide (5 mL, 2.5 mmol) was stirred at RT for 20 min. A solution of 2-chloropropanoyl chloride (0.244 mL, 2.5 mmol), and tetrakis(triphenylphosphine)palladium(0) (0.087 g, 0.075 mmol) in toluene (5 mL) was added to the reaction mixture. After 45 min the reaction was diluted with hexane and EtOAc and solid silica gel was added. The mixture was stirred for 5 min and the solid was filtered. The orga... The reactants are NC[C@@H]1[C@H]2C[C@H]2CN1C(=O)C=1N=C(SC1C=1C=C(C=CC1)C)C (((1S,2S,5R)-2-Aminomethyl-3-aza-bicyclo[3.1.0]hex-3-yl)-(2-methyl-5-m-tolyl-thiazol-4-yl)-methanone), ClC1=C(C(=O)O)C=CC=C1 (2-Chloro-benzoic acid). The product is ClC1=C(C(=O)NC[C@@H]2[C@H]3C[C@H]3CN2C(=O)C=2N=C(SC2C=2C=C(C=CC2)C)C)C=CC=C1 (2-Chloro-N-[(1S,2S,5R)-3-(2-methyl-5-m-tolyl-thiazole-4-carbonyl)-3-aza-bicyclo[3.1.0]hex-2-ylmethyl]-benzamide). Reaction SMILES: [NH2:1][CH2:2][C@H:3]1[N:8]([C:9]([C:11]2[N:12]=[C:13]([CH3:23])[S:14][C:15]=2[C:16]2[CH:17]=[C:18]([CH3:22])[CH:19]=[CH:20][CH:21]=2)=[O:10])[CH2:7][C@H:6]2[C@@H:4]1[CH2:5]2.[Cl:24][C:25]1[CH:33]=[CH:32][CH:31]=[CH:30][C:26]=1[C:27](O)=[O:28]>>[Cl:24][C:25]1[CH:33]=[CH:32][CH:31]=[CH:30][C:26]=1[C:27]([NH:1][CH2:2][C@H:3]1[N:8]([C:9]([C:11]2[N:12]=[C:13]([CH3:23])[S:14][C:15]=2[C:16]2[CH:17]=[C:18]([CH3:22])[CH:19]=[CH:20][CH:21]=2)=[O:10])[CH2:7][C@H:6]2[C@@H:4]1[CH2:5]2)=[O:28]. Procedure details: prepared by reaction of ((1S,2S,5R)-2-Aminomethyl-3-aza-bicyclo[3.1.0]hex-3-yl)-(2-methyl-5-m-tolyl-thiazol-4-yl)-methanone with 2-Chloro-benzoic acid. Reactants: C(CC)(=O)N1C(OC2=C1C=CC=C2)=O (N-propionyl-2-benzoxazolinone), CC(CC=O)C (3-methylbutanal). Yields the product C[C@@H](C(=O)N1C(OC2=C1C=CC=C2)=O)[C@H](CC(C)C)O ((±)-N-[(2R*,3S*)-(2,5-dimethyl-3-hydroxyhexanoyl)]-2-benzoxazolone). As a reaction SMILES: [C:1]([N:5]1[C:9]2[CH:10]=[CH:11][CH:12]=[CH:13][C:8]=2[O:7][C:6]1=[O:14])(=[O:4])[CH2:2][CH3:3].[CH3:15][CH:16]([CH3:20])[CH2:17][CH:18]=[O:19]>>[CH3:3][C@H:2]([C@@H:18]([OH:19])[CH2:17][CH:16]([CH3:20])[CH3:15])[C:1]([N:5]1[C:9]2[CH:10]=[CH:11][CH:12]=[CH:13][C:8]=2[O:7][C:6]1=[O:14])=[O:4]. Reported procedure: Prepared according to the method of paragraph C by reaction of N-propionyl-2-benzoxazolinone with 3-methylbutanal. 1H-NMR (CDCl3, 400 MHz): δ 8.06 (m,1H); 7.25 (m,3H); 4.17 (m,1H); 3.91 (dq,1H,J=3,7); 2.52 (br s,1H); 1.82 (m,1H); 1.56 (ddd,1H,J=5,9,13); 1.31 (d,3H,J=7); 1.25 (ddd,1H,J=4,6,13); 0.95 (d,3H,J=7); 0.94 (d,3H,J=7). Starting materials: ClC1=C(C(=CC=C1)Cl)NC=1N(C2=C(C=CC=3C(=C(NC(C23)=O)C(C=C)OC(C)=O)C)N1)C (acetic acid 1-[2-(2,6-dichloro-phenylamino)-1,6-dimethyl-9-oxo-8,9-dihydro-1H-imidazo[4,5-h]isoquinolin-7-yl]-allyl ester), C1(=CC=CC=C1)P1(CCNCC1)=O (4-phenyl-[1,4]azaphosphinane 4-oxide). The product is ClC1=C(C(=CC=C1)Cl)NC=1N(C2=C(C=CC=3C(=C(NC(C23)=O)C=CCN2CCP(CC2)(C2=CC=CC=C2)=O)C)N1)C (2-(2,6-Dichloro-phenylamino)-1,6-dimethyl-7-[3-(4-oxo-4-phenyl-4λ5-[1,4]azaphosphinan-1-yl)-propenyl]-1,8-dihydro-imidazo[4,5-h]isoquinolin-9-one). As a reaction SMILES: [Cl:1][C:2]1[CH:7]=[CH:6][CH:5]=[C:4]([Cl:8])[C:3]=1[NH:9][C:10]1[N:11]([CH3:32])[C:12]2[C:21]3[C:20](=[O:22])[NH:19][C:18]([CH:23](OC(=O)C)[CH:24]=[CH2:25])=[C:17]([CH3:30])[C:16]=3[CH:15]=[CH:14][C:13]=2[N:31]=1.[C:33]1([P:39]2(=[O:45])[CH2:44][CH2:43][NH:42][CH2:41][CH2:40]2)[CH:38]=[CH:37][CH:36]=[CH:35][CH:34]=1>>[Cl:8][C:4]1[CH:5]=[CH:6][CH:7]=[C:2]([Cl:1])[C:3]=1[NH:9][C:10]1[N:11]([CH3:32])[C:12]2[C:21]3[C:20](=[O:22])[NH:19][C:18]([CH:23]=[CH:24][CH2:25][N:42]4[CH2:41][CH2:40][P:39](=[O:45])([C:33]5[CH:38]=[CH:37][CH:36]=[CH:35][CH:34]=5)[CH2:44][CH2:43]4)=[C:17]([CH3:30])[C:16]=3[CH:15]=[CH:14][C:13]=2[N:31]=1. Reported procedure: 2-(2,6-Dichloro-phenylamino)-1,6-dimethyl-7-[3-(4-oxo-4-phenyl-4λ5-[1,4]azaphosphinan-1-yl)-propenyl]-1,8-dihydro-imidazo[4,5-h]isoquinolin-9-one was prepared following the procedure of Example 1 form acetic acid 1-[2-(2,6-dichloro-phenylamino)-1,6-dimethyl-9-oxo-8,9-dihydro-1H-imidazo[4,5-h]isoquinolin-7-yl]-allyl ester and 4-phenyl-[1,4]azaphosphinane 4-oxide. 1H NMR (400 MHz, DMSO-d6+TFA) δ 11.38 (br s, 1H), 10.71 (br s, 1H), 7.90-7.60 (m, 9H), 7.56 (t, 1H, J=7.8 Hz), 7.22 (br d, 1H, J=15.3 H...